From a dataset of the Open Reaction Database (ORD), a public repository of structured organic reaction records. describe an organic reaction: reactants, conditions, products, and yield Starting materials: CCCCCCCC/C=C\CCCCCCCC(=O)O (Pamolyn 100), C(CCCCCCC\C=C/CCCCCCCC)(=O)O (oleic acid), [O-2].[Zn+2] (zinc oxide), C(CC(O)(C(=O)O)CC(=O)O)(=O)O (citric acid), 90. Run in O (water). Run at temperature 60 celsius, time 10 minute. Product: C(CCCCCCC\C=C/CCCCCCCC)(=O)[O-].[Zn+2].C(CCCCCCC\C=C/CCCCCCCC)(=O)[O-] (zinc oleate). Reaction SMILES: [CH3:1][CH2:2][CH2:3][CH2:4][CH2:5][CH2:6][CH2:7][CH2:8]/[CH:9]=[CH:10]\[CH2:11][CH2:12][CH2:13][CH2:14][CH2:15][CH2:16][CH2:17][C:18]([OH:20])=[O:19].[O-2].[Zn+2:22].C(O)(=O)CC(CC(O)=O)(C(O)=O)O>O>[C:18]([O-:20])(=[O:19])[CH2:17][CH2:16][CH2:15][CH2:14][CH2:13][CH2:12][CH2:11]/[CH:10]=[CH:9]\[CH2:8][CH2:7][CH2:6][CH2:5][CH2:4][CH2:3][CH2:2][CH3:1].[Zn+2:22].[C:18]([O-:20])(=[O:19])[CH2:17][CH2:16][CH2:15][CH2:14][CH2:13][CH2:12][CH2:11]/[CH:10]=[CH:9]\[CH2:8][CH2:7][CH2:6][CH2:5][CH2:4][CH2:3][CH2:2][CH3:1] |f:1.2,5.6.7|. Reported procedure: A quantity of 35 grams of Pamolyn 100, a high purity oleic acid containing about 90% oleic acid, was added gradually to a stirred slurry of zinc oxide (5.4 grams), citric acid (0.05 gram), Witconate 90 (1.18 grams), and water (60 grams) at 65° C. The mixture was stirred at 55-65° C. for 10 minutes to give a quantitative yield of zinc oleate as indicated by the infrared spectrum of the dried product.